From a dataset of the Open Reaction Database (ORD), a public repository of structured organic reaction records. describe an organic reaction: reactants, conditions, products, and yield The reactants are BrC1=CC(=C(N)C(=C1)F)Cl (4-bromo-2-chloro-6-fluoroaniline), COC=1C=C(C=CC1OC)B(O)O (3,4-dimethoxyphenylboronic acid). Product: ClC=1C=C(C=C(C1N)F)C1=CC(=C(C=C1)OC)OC (3-chloro-5-fluoro-3′,4′-dimethoxybiphenyl-4-amine). The yield is 31.3%. Reaction SMILES: Br[C:2]1[CH:8]=[C:7]([F:9])[C:5]([NH2:6])=[C:4]([Cl:10])[CH:3]=1.[CH3:11][O:12][C:13]1[CH:14]=[C:15](B(O)O)[CH:16]=[CH:17][C:18]=1[O:19][CH3:20]>>[Cl:10][C:4]1[CH:3]=[C:2]([C:16]2[CH:15]=[CH:14][C:13]([O:12][CH3:11])=[C:18]([O:19][CH3:20])[CH:17]=2)[CH:8]=[C:7]([F:9])[C:5]=1[NH2:6]. Reported procedure: The title compound (39 mg) was prepared from 4-bromo-2-chloro-6-fluoroaniline (100 mg, 0.442 mmol) and 3,4-dimethoxyphenylboronic acid (80 mg, 0.62 mmol) as a pale-yellow solid. Starting materials: ClC1=CC=C(C=C1)N(C(=O)C1CC1)[C@@H]1C[C@@H](N(C2=CC=CC=C12)C(C1=CC=C(C=C1)OC)=O)C (N-(4-chlorophenyl)-N-[(2S,4R)-1-(4-methoxybenzoyl)-2-methyl-1,2,3,4-tetrahydroquinolin-4-yl]cyclopropanecarboxamide), solution, B(Br)(Br)Br (boron tribromide). The solvent is C(Cl)Cl (methylene chloride), C(Cl)Cl (methylene chloride). Conditions: time 4 hour. Product: ClC1=CC=C(C=C1)N(C(=O)C1CC1)[C@@H]1C[C@@H](N(C2=CC=CC=C12)C(C1=CC=C(C=C1)O)=O)C (N-(4-chlorophenyl)-N-[(2S,4R)-1-(4-hydroxybenzoyl)-2-methyl-1,2,3,4-tetrahydroquinolin-4-yl]cyclopropanecarboxamide). The yield is 98.1%. As a reaction SMILES: [Cl:1][C:2]1[CH:7]=[CH:6][C:5]([N:8]([C@H:14]2[C:23]3[C:18](=[CH:19][CH:20]=[CH:21][CH:22]=3)[N:17]([C:24](=[O:33])[C:25]3[CH:30]=[CH:29][C:28]([O:31]C)=[CH:27][CH:26]=3)[C@@H:16]([CH3:34])[CH2:15]2)[C:9]([CH:11]2[CH2:13][CH2:12]2)=[O:10])=[CH:4][CH:3]=1.B(Br)(Br)Br>C(Cl)Cl>[Cl:1][C:2]1[CH:3]=[CH:4][C:5]([N:8]([C@H:14]2[C:23]3[C:18](=[CH:19][CH:20]=[CH:21][CH:22]=3)[N:17]([C:24](=[O:33])[C:25]3[CH:26]=[CH:27][C:28]([OH:31])=[CH:29][CH:30]=3)[C@@H:16]([CH3:34])[CH2:15]2)[C:9]([CH:11]2[CH2:12][CH2:13]2)=[O:10])=[CH:6][CH:7]=1. Reported procedure: To a solution of N-(4-chlorophenyl)-N-[(2S,4R)-1-(4-methoxybenzoyl)-2-methyl-1,2,3,4-tetrahydroquinolin-4-yl]cyclopropanecarboxamide (200 mg, 0.42 mmol, 1 equ.) in methylene chloride (0.3 mL) was added a 1 M solution of boron tribromide in methylene chloride (1.2 mL, 1.26 mmol, 3 equ.). The reaction mixture was stirred at room temperature for 4 h, then the reaction was quenched with methanol and concentrated. The residue was partitioned between water and ethyl acetate and extracted. The aqueous ... Starting materials: C(=NC1CCCCC1)=NC1CCCCC1, O=C(O)CCCN1CCC(OC(c2ccc(Cl)cc2)c2ccccn2)CC1, ClCCl, N. Yields the product NC(=O)CCCN1CCC(OC(c2ccc(Cl)cc2)c2ccccn2)CC1. RXN SMILES: [CH:28]1([N:34]=[C:29]=[N:30][CH:31]2[CH2:32][CH2:33][CH2:35][CH2:36][CH2:37]2)[CH2:38][CH2:39][CH2:40][CH2:41][CH2:42]1.[Cl:1][c:2]1[cH:3][cH:4][c:5]([CH:8]([O:9][CH:10]2[CH2:11][CH2:12][N:13]([CH2:16][CH2:17][CH2:18][C:19](=[O:20])[OH:21])[CH2:14][CH2:15]2)[c:22]2[n:23][cH:24][cH:25][cH:26][cH:27]2)[cH:6][cH:7]1.[Cl:44][CH2:45][Cl:46].[NH3:43]>>[Cl:1][c:2]1[cH:3][cH:4][c:5]([CH:8]([O:9][CH:10]2[CH2:11][CH2:12][N:13]([CH2:16][CH2:17][CH2:18][C:19](=[O:21])[NH2:34])[CH2:14][CH2:15]2)[c:22]2[n:23][cH:24][cH:25][cH:26][cH:27]2)[cH:6][cH:7]1. Reactants: C(C=C)N1C[C@@H](N(C[C@H]1C)[C@@H](C1=CC(=CC=C1)O)C1=CC=C(C=C1)S(=O)(=O)N(C1=CC=CC=C1)C)C ((±)-4-((αR*)-α-((2S*,5R*)-4-Allyl-2,5-dimethyl-1-piperazinyl)-3-hydroxybenzyl)-N-methylbenzenesulfonanilide), amine, C(C)O (ethanol), Cl (monohydrochloride), O.[F-].C(C)[N+](CC)(CC)CC (tetraethylammonium fluoride hydrate), C(C)#N (acetonitrile), Cl (hydrochloric acid). The product is C(C=C)N1C[C@H](N(C[C@@H]1C)[C@H](C1=CC(=CC=C1)O)C1=CC(=CS1)C(=O)N(CC)CC)C ((±)-5-((αR*)-α-((2R*,5S*)-4-allyl-2,5-dimethyl-1-piperazinyl)-3-hydroxybenzyl)-N,N-diethyl-3-thiophenecarboxamide). Isolated yield 37.0%. Reaction SMILES: [CH2:1]([N:4]1[C@H:9]([CH3:10])[CH2:8][N:7]([C@H:11]([C:19]2[CH:24]=[CH:23][C:22]([S:25](N(C)C3C=CC=CC=3)(=O)=O)=CC=2)[C:12]2[CH:17]=[CH:16][CH:15]=C(O)C=2)[C@@H:6]([CH3:36])[CH2:5]1)[CH:2]=[CH2:3].[OH2:37].[F-].[CH2:39]([N+:41](CC)([CH2:44][CH3:45])[CH2:42]C)[CH3:40].C(#N)C.Cl.[CH2:52]([OH:54])[CH3:53]>>[CH2:1]([N:4]1[C@@H:9]([CH3:10])[CH2:8][N:7]([C@@H:11]([C:19]2[S:25][CH:22]=[C:23]([C:42]([N:41]([CH2:44][CH3:45])[CH2:39][CH3:40])=[O:37])[CH:24]=2)[C:12]2[CH:17]=[CH:16][CH:15]=[C:52]([OH:54])[CH:53]=2)[C@H:6]([CH3:36])[CH2:5]1)[CH:2]=[CH2:3] |f:1.2.3|. Procedure details: The fourth material to elute from the column of Example 48 (870 mg, 1.57 mmol) was deprotected with tetraethylammonium fluoride hydrate as in Example 44. Chromatography over silica gel with acetonitrile gave an off-white glass. 1H-NMR (300 MHz, DMSO-d6): δ 0.90 (d, J=6.0 Hz, 3H); 1.07 (t, J=7.0 Hz, 6H); 1.15 (d, J=5.7 Hz, 3H) 1.74 (m, 1H); 1.97 (m, 1H); 2.35 (m, 2H); 2.60-2.80 (m, 3H); 3.30 (m, 5H); 5.15 (m, 2H); 5.29 (s, 1H); 5.80 (m, 1H); 6.66 (s, 1H); 6.73 (s, 1H); 6.74 (d, J=7.5 Hz, 2H); 7.1... Reactants: CO, [Cl-], [Fe], C#CCC(Nc1cccnc1[N+](=O)[O-])C(=O)OC, [NH4+]. Yields the product C#CCC1Nc2cccnc2NC1=O. As a reaction SMILES: [CH3:21][OH:22].[Cl-:19].[Fe:23].[N+:1]([c:4]1[n:5][cH:6][cH:7][cH:8][c:9]1[NH:10][CH:11]([C:12]([O:2][CH3:3])=[O:13])[CH2:16][C:17]#[CH:18])([O-:14])=[O:15].[NH4+:20]>>[NH:1]1[c:4]2[n:5][cH:6][cH:7][cH:8][c:9]2[NH:10][CH:11]([CH2:16][C:17]#[CH:18])[C:12]1=[O:13]. The reactants are C(=O)(O)[O-].[Na+] (NaHCO3), C(C)(=O)O[C@@H]1C=CO[C@@H]([C@H]1OC(C)=O)COC(C)=O (3,4,6-tri-O-acetyl-D-glucal), C(C)[SiH](CC)CC (triethylsilane), B(F)(F)F.CCOCC (borontrifluoride-etherate). The solvent is ClCCl (dichloromethane). Product: C(C)(=O)O[C@H]1C=CCO[C@@H]1COC(C)=O (4.6-di-O-acetyl-1.5-anhydro-2.3-dideoxy-D-erythro-hex-2-enitol). As a reaction SMILES: C(O[C@H:5]1[C@H:10]([O:11][C:12](=[O:14])[CH3:13])[C@@H:9]([CH2:15][O:16][C:17](=[O:19])[CH3:18])[O:8][CH:7]=[CH:6]1)(=O)C.C([SiH](CC)CC)C.B(F)(F)F.CCOCC.C([O-])(O)=O.[Na+]>ClCCl>[C:12]([O:11][C@@H:10]1[C@@H:9]([CH2:15][O:16][C:17](=[O:19])[CH3:18])[O:8][CH2:7][CH:6]=[CH:5]1)(=[O:14])[CH3:13] |f:2.3,4.5|. Reported procedure: 3,4,6-tri-O-acetyl-D-glucal (9.70 g; 35.6 mmol) was reacted at 0° C. with triethylsilane (4.96 g; 42.7 mmol) and borontrifluoride-etherate (3.04 g; 21.4 mmol) in dichloromethane (110 ml) under an atmosphere of argon for 5 minutes. The solution was poured into aqueous NaHCO3 solution and extracted several times with dichloromethane. The organic layer was dried (MgSO4), evaporated and the crude product purified by distillation. The reactants are ClC=1C=C(C=CC1)CC(=O)O (3-chlorophenylacetic acid), C(C(C)C)OC([C@@H](N)C)=O (alanine iso-butyl ester). Yields the product C(C(C)C)OC([C@@H](NC(CC1=CC(=CC=C1)Cl)=O)C)=O (N-[(3-chlorophenyl)acetyl]alanine iso-butyl ester). Reaction SMILES: [Cl:1][C:2]1[CH:3]=[C:4]([CH2:8][C:9]([OH:11])=O)[CH:5]=[CH:6][CH:7]=1.[CH2:12]([O:16][C:17](=[O:21])[C@H:18]([CH3:20])[NH2:19])[CH:13]([CH3:15])[CH3:14]>>[CH2:12]([O:16][C:17](=[O:21])[C@H:18]([CH3:20])[NH:19][C:9](=[O:11])[CH2:8][C:4]1[CH:5]=[CH:6][CH:7]=[C:2]([Cl:1])[CH:3]=1)[CH:13]([CH3:15])[CH3:14]. Procedure details: Following General Procedure BG above and using 3-chlorophenylacetic acid (Aldrich) and alanine iso-butyl ester (prepared following General Procedure BJ above), the title compound was prepared. The reaction was monitored by tlc on silica gel. Reactants: BrC=1C=CC2=C(C=C(CCS2(=O)=O)C(=O)NC2=CC=C(C=C2)CN(C2CCOCC2)C)C1 (7-bromo-N-[4-[[N-methyl-N-(tetrahydropyran-4-yl)amino]methyl]phenyl]-1,1-dioxo-2,3-dihydro-1-benzothiepine-4-carboxamide), B(OC1=CC=C(C=C1)C(=O)OC)([O-])[O-] (4-methoxycarbonylphenyl borate), C([O-])([O-])=O.[K+].[K+] (potassium carbonate). Reagents/catalysts: C=1C=CC(=CC1)[P](C=2C=CC=CC2)(C=3C=CC=CC3)[Pd]([P](C=4C=CC=CC4)(C=5C=CC=CC5)C=6C=CC=CC6)([P](C=7C=CC=CC7)(C=8C=CC=CC8)C=9C=CC=CC9)[P](C=1C=CC=CC1)(C=1C=CC=CC1)C=1C=CC=CC1 (tetrakistriphenylphosphinepalladium). Solvent: C1(=CC=CC=C1)C.C(C)O.O (toluene ethanol water). Reaction conditions: time 1 hour. The product is COC(=O)C1=CC=C(C=C1)C=1C=CC2=C(C=C(CCS2(=O)=O)C(=O)NC2=CC=C(C=C2)CN(C2CCOCC2)C)C1 (7-(4-methoxycarbonylphenyl)-N-[4-[[N-methyl-N-(tetrahydropyran-4-yl)amino]methyl]phenyl]-1,1-dioxo-2,3-dihydro-1-benzothiepine-4-carboxamide). Isolated yield 52.4%. RXN SMILES: Br[C:2]1[CH:3]=[CH:4][C:5]2[S:11](=[O:13])(=[O:12])[CH2:10][CH2:9][C:8]([C:14]([NH:16][C:17]3[CH:22]=[CH:21][C:20]([CH2:23][N:24]([CH3:31])[CH:25]4[CH2:30][CH2:29][O:28][CH2:27][CH2:26]4)=[CH:19][CH:18]=3)=[O:15])=[CH:7][C:6]=2[CH:32]=1.B([O-])([O-])O[C:35]1[CH:40]=[CH:39][C:38]([C:41]([O:43][CH3:44])=[O:42])=[CH:37][CH:36]=1.C(=O)([O-])[O-].[K+].[K+]>C1(C)C=CC=CC=1.C(O)C.O.C1C=CC([P]([Pd]([P](C2C=CC=CC=2)(C2C=CC=CC=2)C2C=CC=CC=2)([P](C2C=CC=CC=2)(C2C=CC=CC=2)C2C=CC=CC=2)[P](C2C=CC=CC=2)(C2C=CC=CC=2)C2C=CC=CC=2)(C2C=CC=CC=2)C2C=CC=CC=2)=CC=1>[CH3:44][O:43][C:41]([C:38]1[CH:39]=[CH:40][C:35]([C:2]2[CH:3]=[CH:4][C:5]3[S:11](=[O:13])(=[O:12])[CH2:10][CH2:9][C:8]([C:14]([NH:16][C:17]4[CH:22]=[CH:21][C:20]([CH2:23][N:24]([CH3:31])[CH:25]5[CH2:26][CH2:27][O:28][CH2:29][CH2:30]5)=[CH:19][CH:18]=4)=[O:15])=[CH:7][C:6]=3[CH:32]=2)=[CH:36][CH:37]=1)=[O:42] |f:2.3.4,5.6.7,^1:67,69,88,107|. Reported procedure: Under argon atmosphere, a mixture of 7-bromo-N-[4-[[N-methyl-N-(tetrahydropyran-4-yl)amino]methyl]phenyl]-1,1-dioxo-2,3-dihydro-1-benzothiepine-4-carboxamide (500 mg), 4-methoxycarbonylphenyl borate (191 mg) and potassium carbonate (266 mg) in toluene/ethanol/water (10/1/1 ml) was stirred at room temperature for 1 hour. To the mixture was added tetrakistriphenylphosphinepalladium (56 mg), and the mixture was refluxed for 6 hours, cooled, extracted with ethyl acetate, washed with saturated brine,... The reactants are C(Br)(Br)(Br)Br (CBr4), [Cl-].[NH4+] (ammonium chloride), [Li]C(C)CC (s-BuLi), FC1=C2C(=NC=C1)N(C=C2)[Si](C(C)C)(C(C)C)C(C)C (4-fluoro-1-(triisopropylsilyl)-1H-pyrrolo[2,3-b]pyridine). Solvent: C1CCOC1 (THF), C1CCOC1 (THF). Reaction conditions: temperature -78 celsius, time 30 minute. Product: BrC=1C(=C2C(=NC1)N(C=C2)[Si](C(C)C)(C(C)C)C(C)C)F (5-bromo-4-fluoro-1-(triisopropylsilyl)-1H-pyrrolo[2,3-b]pyridine). The yield is 61.4%. RXN SMILES: [Li]C(CC)C.[F:6][C:7]1[CH:12]=[CH:11][N:10]=[C:9]2[N:13]([Si:16]([CH:23]([CH3:25])[CH3:24])([CH:20]([CH3:22])[CH3:21])[CH:17]([CH3:19])[CH3:18])[CH:14]=[CH:15][C:8]=12.C(Br)(Br)(Br)[Br:27].[Cl-].[NH4+]>C1COCC1>[Br:27][C:12]1[C:7]([F:6])=[C:8]2[CH:15]=[CH:14][N:13]([Si:16]([CH:20]([CH3:22])[CH3:21])([CH:23]([CH3:25])[CH3:24])[CH:17]([CH3:18])[CH3:19])[C:9]2=[N:10][CH:11]=1 |f:3.4|. Procedure: s-BuLi (53.7 mL, 75.2 mmol, 1.4M in cyclohexane) was added to a solution of 4-fluoro-1-(triisopropylsilyl)-1H-pyrrolo[2,3-b]pyridine (10.0 g, 34.2 mmol, prepared as described in L′Heureux, et al. Org. Lett., 5(26), p. 5023 (2003)) in THF (250 mL) at −78° C., and the reaction was stirred at −78° C. for 30 minutes. A solution of CBr4 (28.3 g, 85.5 mmol) in THF (40 mL) was added next, and the reaction was stirred at this temperature for 1 hour. A saturated ammonium chloride solution (80 mL) was the...